describe an organic reaction: reactants, conditions, products, and yield From a dataset of the Open Reaction Database (ORD), a public repository of structured organic reaction records. Reactants: C1CCNCC1, Cc1[nH]c(C=O)c(C)c1C(=O)N1CCN(C)CC1, CCO, O=C1Cc2c(cccc2-c2ccncc2)N1. Product: Cc1[nH]c(C=C2C(=O)Nc3cccc(-c4ccncc4)c32)c(C)c1C(=O)N1CCN(C)CC1. RXN SMILES: [CH2:35]1[CH2:36][CH2:37][NH:38][CH2:39][CH2:40]1.[CH3:17][c:18]1[c:19]([CH:33]=[O:34])[nH:20][c:21]([CH3:32])[c:22]1[C:23](=[O:24])[N:25]1[CH2:26][CH2:27][N:28]([CH3:31])[CH2:29][CH2:30]1.[CH3:41][CH2:42][OH:43].[n:1]1[cH:2][cH:3][c:4](-[c:7]2[c:8]3[c:12]([cH:13][cH:14][cH:15]2)[NH:11][C:10](=[O:16])[CH2:9]3)[cH:5][cH:6]1>>[n:1]1[cH:2][cH:3][c:4](-[c:7]2[c:8]3[c:12]([cH:13][cH:14][cH:15]2)[NH:11][C:10](=[O:16])[C:9]3=[CH:33][c:19]2[c:18]([CH3:17])[c:22]([C:23](=[O:24])[N:25]3[CH2:26][CH2:27][N:28]([CH3:31])[CH2:29][CH2:30]3)[c:21]([CH3:32])[nH:20]2)[cH:5][cH:6]1.